This data is from the Open Reaction Database (ORD), a public repository of structured organic reaction records. The task is: describe an organic reaction: reactants, conditions, products, and yield The reactants are CCO, Cc1c(O)ccc([N+](=O)[O-])c1C. Product: Cc1c(N)ccc(O)c1C. As a reaction SMILES: [CH3:13][CH2:14][OH:15].[CH3:1][c:2]1[c:3]([OH:12])[cH:4][cH:5][c:6]([N+:9]([O-:10])=[O:11])[c:7]1[CH3:8]>>[CH3:1][c:2]1[c:3]([OH:12])[cH:4][cH:5][c:6]([NH2:9])[c:7]1[CH3:8]. Reactants: [Cl-].C[SiH](C)C (trimethylsilane chloride), ClC1=NC=NC(=C1)Cl (4,6-dichloropyrimidine), tetrakistriphenylphosphine palladium, O (water), BrC(C)C1=C(C=CC=C1)F (1-(1-bromoethyl)-2-fluorobenzene), solution N, solution N. Reagents/catalysts: [Zn] (zinc), BrC(C)Br (dibromoethane). Run in O1CCCC1 (tetrahydrofuran), O1CCCC1 (tetrahydrofuran), O1CCCC1 (tetrahydrofuran). Run at time 20 minute. Product: ClC1=NC=NC(=C1)C(C)C1=C(C=CC=C1)F (4-chloro-6-(1-(2-fluorophenyl)ethyl)pyrimidine). The yield is 28.7%. RXN SMILES: [Cl-].C[SiH](C)C.Br[CH:7]([C:9]1[CH:14]=[CH:13][CH:12]=[CH:11][C:10]=1[F:15])[CH3:8].[Cl:16][C:17]1[CH:22]=[C:21](Cl)[N:20]=[CH:19][N:18]=1.O>O1CCCC1.BrC(Br)C.[Zn]>[Cl:16][C:17]1[CH:22]=[C:21]([CH:7]([C:9]2[CH:14]=[CH:13][CH:12]=[CH:11][C:10]=2[F:15])[CH3:8])[N:20]=[CH:19][N:18]=1 |f:0.1|. Procedure details: In 10 ml of tetrahydrofuran was suspended 1.3 g of zinc (powder), to which dibromoethane (2 drops) was added. The mixture was heated under reflux for 5 minutes, to which trimethylsilane chloride was added. The mixture was further heated under reflux for 5 minutes, to which a solution of 2.0 g of 1-(1-bromoethyl)-2-fluorobenzene dissolved in 20 ml of tetrahydrofuran was slowly added with heating under reflux, followed by stirring for 20 minutes. (The solution thus obtained is referred to as solut... The reactants are ClC1=C2C(=NC(=C1)C=1N(C=CC1)C(=O)OC(C)(C)C)CCC2 (tert-butyl 2-(4-chloro-6,7-dihydro-5H-cyclopenta[b]pyridin-2-yl)-1H-pyrrole-1-carboxylate), C(C)OC(CC1=CC=C(C=C1)N)=O (4-aminophenyl acetic acid ethyl ester), C=1C=CC(=CC1)P(C=2C=CC=CC2)C3=CC=C4C=CC=CC4=C3C5=C6C=CC=CC6=CC=C5P(C=7C=CC=CC7)C=8C=CC=CC8 (rac-BINAP), C([O-])([O-])=O.[Cs+].[Cs+] (cesium carbonate), C(C)OC(CC1=CC=C(C=C1)NC1=C2C(=NC(=C1)C=1N(C=CC1)C(=O)OC(C)(C)C)CCC2)=O (tert-butyl 2-(4-((4-(2-ethoxy-2-oxoethyl)phenyl)amino)-6,7-dihydro-5H-cyclopenta[b]pyridin-2-yl)-1H-pyrrole-1-carboxylate), N1C(=CC=C1)C1=CC(=C2C(=N1)CCC2)NC2=CC=C(C=C2)CC(=O)OCC (ethyl 2-(4-((2-(1H-pyrrol-2-yl)-6,7-dihydro-5H-cyclopenta[b]pyridin-4-yl)amino)phenyl)acetate). Reagents/catalysts: C(C)(=O)[O-].[Pd+2].C(C)(=O)[O-] (palladium acetate). Run in O1CCOCC1 (dioxane), C(C)(=O)OCC (ethyl acetate). Reaction conditions: temperature 120 celsius. Product: Cl.N1C(=CC=C1)C1=CC(=C2C(=N1)CCC2)NC2=CC=C(C=C2)CC(=O)N (2-(4-((2-(1H-Pyrrol-2-yl)-6,7-dihydro-5H-cyclopenta[b]pyridin-4-yl)amino)phenyl)acetamide hydrochloride). Reaction SMILES: [Cl:1]C1C=C(C2N(C(OC(C)(C)C)=O)C=CC=2)[N:5]=C2CCCC=12.C(OC(=O)CC1C=CC(N)=CC=1)C.C1C=CC(P(C2C(C3C(P(C4C=CC=CC=4)C4C=CC=CC=4)=CC=C4C=3C=CC=C4)=C3C(C=CC=C3)=CC=2)C2C=CC=CC=2)=CC=1.C(=O)([O-])[O-].[Cs+].[Cs+].C(O[C:91](=[O:121])[CH2:92][C:93]1[CH:98]=[CH:97][C:96]([NH:99][C:100]2[CH:105]=[C:104]([C:106]3[N:107](C(OC(C)(C)C)=O)[CH:108]=[CH:109][CH:110]=3)[N:103]=[C:102]3[CH2:118][CH2:119][CH2:120][C:101]=23)=[CH:95][CH:94]=1)C.N1C=CC=C1C1N=C2CCCC2=C(NC2C=CC(CC(OCC)=O)=CC=2)C=1>O1CCOCC1.C(OCC)(=O)C.C([O-])(=O)C.[Pd+2].C([O-])(=O)C>[ClH:1].[NH:107]1[CH:108]=[CH:109][CH:110]=[C:106]1[C:104]1[N:103]=[C:102]2[CH2:118][CH2:119][CH2:120][C:101]2=[C:100]([NH:99][C:96]2[CH:95]=[CH:94][C:93]([CH2:92][C:91]([NH2:5])=[O:121])=[CH:98][CH:97]=2)[CH:105]=1 |f:3.4.5,10.11.12,13.14|. Reported procedure: A 10-mL microwave vial was charged with tert-butyl 2-(4-chloro-6,7-dihydro-5H-cyclopenta[b]pyridin-2-yl)-1H-pyrrole-1-carboxylate (0.138 g, 0.43 mmol), 4-aminophenyl acetic acid ethyl ester (0.093 g, 0.52 mmol), palladium acetate (0.005 g, 0.021 mmol), rac-BINAP (0.020 g, 0.032 mmol) and cesium carbonate (0.353 g, 1.08 mmol) in dioxane (4 mL) under argon. The reaction mixture was heated to 120° C. under microwave irradiation for 2 h. After this time, the reaction mixture was cooled, diluted with... The reactants are CC(C)(C)C(=O)OCOC(=O)Oc1ccc([N+](=O)[O-])cc1, O=C(O)C(F)(F)F, CCOC(=O)COC1CCN(C(=O)C(C)CC(=O)c2ccc(C(=N)N)cc2)CC1. Product: CCOC(=O)COC1CCN(C(=O)C(C)CC(=O)c2ccc(C(=N)NC(=O)OCOC(=O)C(C)(C)C)cc2)CC1. RXN SMILES: [C:37]([C:38]([CH3:39])([CH3:40])[CH3:41])(=[O:42])[O:43][CH2:44][O:45][C:46](=[O:47])[O:48][c:49]1[cH:50][cH:51][c:52]([N+:53]([O-:54])=[O:55])[cH:56][cH:57]1.[F:1][C:2]([F:3])([F:4])[C:5]([OH:6])=[O:7].[NH2:8][C:9]([c:10]1[cH:11][cH:12][c:13]([C:16]([CH2:17][CH:18]([C:19](=[O:20])[N:21]2[CH2:22][CH2:23][CH:24]([O:27][CH2:28][C:29](=[O:30])[O:31][CH2:32][CH3:33])[CH2:25][CH2:26]2)[CH3:34])=[O:35])[cH:14][cH:15]1)=[NH:36]>>[NH:8]([C:9]([c:10]1[cH:11][cH:12][c:13]([C:16]([CH2:17][CH:18]([C:19](=[O:20])[N:21]2[CH2:22][CH2:23][CH:24]([O:27][CH2:28][C:29](=[O:30])[O:31][CH2:32][CH3:33])[CH2:25][CH2:26]2)[CH3:34])=[O:35])[cH:14][cH:15]1)=[NH:36])[C:46]([O:45][CH2:44][O:43][C:37]([C:38]([CH3:39])([CH3:40])[CH3:41])=[O:42])=[O:47]. Reactants: C1(=CC=C(C=C1)S(=O)(=O)OCCCCCCN1C(COCC1=O)=O)C (6-(3,5-dioxomorpholino)hexyl p-toluenesulfonate), N1CCCCC1 (piperidine). Run in C(C)(C)(C)O (tertiary butyl alcohol), C(C)(C)(C)O (tertiary butyl alcohol). Product: N1(CCCCC1)CCCCCCN1C(COCC1=O)=O (4-(6-piperidinohexyl)-3,5-dioxomorpholine). As a reaction SMILES: C1(C)C=CC(S(O[CH2:11][CH2:12][CH2:13][CH2:14][CH2:15][CH2:16][N:17]2[C:22](=[O:23])[CH2:21][O:20][CH2:19][C:18]2=[O:24])(=O)=O)=CC=1.[NH:26]1[CH2:31][CH2:30][CH2:29][CH2:28][CH2:27]1>C(O)(C)(C)C>[N:26]1([CH2:11][CH2:12][CH2:13][CH2:14][CH2:15][CH2:16][N:17]2[C:18](=[O:24])[CH2:19][O:20][CH2:21][C:22]2=[O:23])[CH2:31][CH2:30][CH2:29][CH2:28][CH2:27]1. Reported procedure: To a solution of 19.6 grams (53.2 millimoles) of 6-(3,5-dioxomorpholino)hexyl p-toluenesulfonate in 54 milliliters of tertiary butyl alcohol was added 5.3 milliliters of tertiary (53 millimoles) of piperidine in 54 milliliters of tertiary butyl alcohol. The reaction mixture was heated at reflux temperature for about 22 hours to obtain 4-(6-piperidinohexyl)-3,5-dioxomorpholine.p-toluenesulfonate product which crystallized from tertiary butyl alcohol-ether mixture in a yield of 13.45 grams (56 per... Conditions: time 1.5 hour. Reported procedure: 7.7 mL of a solution of 1M trimethylphosphine/tetrahydrofuran was added to 3.35 g of (1R,2S,3R,5R,6R)-2-azido-3-(3,4-dichlorobenzylsulfanyl)-6-fluoro-bicyclo[3.1.0]hexane-2,6-dicarboxylic acid diethyl ester dissolved in 100 mL of tetrahydrofuran and 10 mL of water, and the mixture was stirred for 1 hour at room temperature. The mixture was diluted with 200 mL of diethyl ether, and after 50 mL of a saturated aqueous solution of sodium hydrogen carbonate was added thereto, the mixture was stirred ... Reactants: solution, CP(C)C.O1CCCC1 (trimethylphosphine tetrahydrofuran), C(C)OC(=O)[C@]1([C@@H]2[C@]([C@@H]2C[C@H]1SCC1=CC(=C(C=C1)Cl)Cl)(C(=O)OCC)F)N=[N+]=[N-] ((1R,2S,3R,5R,6R)-2-azido-3-(3,4-dichlorobenzylsulfanyl)-6-fluoro-bicyclo[3.1.0]hexane-2,6-dicarboxylic acid diethyl ester), saturated aqueous solution, C(O)([O-])=O.[Na+] (sodium hydrogen carbonate). Product: C(C)OC(=O)[C@]1([C@@H]2[C@]([C@@H]2C[C@H]1SCC1=CC(=C(C=C1)Cl)Cl)(C(=O)OCC)F)N ((1R,2S,3R,5R,6R)-2-amino-3-(3,4-dichlorobenzylsulfanyl)-6-fluoro-bicyclo[3.1.0]hexane-2,6-dicarboxylic acid diethyl ester). Isolated yield 87.8%. Run in C(C)OCC (diethyl ether), O (water), O1CCCC1 (tetrahydrofuran). RXN SMILES: CP(C)C.O1CCCC1.[CH2:10]([O:12][C:13]([C@:15]1([N:37]=[N+]=[N-])[C@H:20]([S:21][CH2:22][C:23]2[CH:28]=[CH:27][C:26]([Cl:29])=[C:25]([Cl:30])[CH:24]=2)[CH2:19][C@@H:18]2[C@H:16]1[C@@:17]2([F:36])[C:31]([O:33][CH2:34][CH3:35])=[O:32])=[O:14])[CH3:11].C(=O)([O-])O.[Na+]>O1CCCC1.O.C(OCC)C>[CH2:10]([O:12][C:13]([C@:15]1([NH2:37])[C@H:20]([S:21][CH2:22][C:23]2[CH:28]=[CH:27][C:26]([Cl:29])=[C:25]([Cl:30])[CH:24]=2)[CH2:19][C@@H:18]2[C@H:16]1[C@@:17]2([F:36])[C:31]([O:33][CH2:34][CH3:35])=[O:32])=[O:14])[CH3:11] |f:0.1,3.4|. The reactants are ice, N(=O)[O-].[Na+] (sodium nitrite), ClC=1C=C(C=CC1)N (3-chloro-phenylamine), O.O.O.C(C)(=O)[O-].[Na+] (sodium acetate trihydrate), ClC(C(=O)OCC)C(=O)C (ethyl 2-chloroacetoacetate), [Cl-].C1(=CC=CC=C1)[N+]#N (phenyldiazonium chloride), ester. Run in O (water), O (water), Cl (HCl), C(C)O (ethanol). Reaction conditions: temperature 0 celsius, time 3 hour. Product: ClC(C(=O)OCC)=NNC1=CC(=CC=C1)Cl (Ethyl 2-chloro-2-(2-(3-chlorophenyl)hydrazono)acetate). As a reaction SMILES: O.O.O.C([O-])(=O)C.[Na+].[Cl:9][CH:10](C(C)=O)[C:11]([O:13][CH2:14][CH3:15])=[O:12].N([O-])=O.[Na+].[Cl:23][C:24]1[CH:25]=[C:26]([NH2:30])[CH:27]=[CH:28][CH:29]=1.[Cl-].C1([N+:38]#N)C=CC=CC=1>C(O)C.O.Cl>[Cl:9][C:10](=[N:38][NH:30][C:26]1[CH:27]=[CH:28][CH:29]=[C:24]([Cl:23])[CH:25]=1)[C:11]([O:13][CH2:14][CH3:15])=[O:12] |f:0.1.2.3.4,6.7,9.10|. Reported procedure: 12.2 g (149 mmol) sodium acetate trihydrate was added to a solution of 15.5 g (94.1 mmol) ethyl 2-chloroacetoacetate in 300 mL ethanol. The solution was cooled to 0° C. A parallel reaction consisted of the addition of an ice-cold aqueous solution of 6.49 g (94.1 mmol) sodium nitrite in 30 mL water to a solution of 10.0 g (78.4 mol) 3-chloro-phenylamine in 75 mL 6N aqueous HCl. The cold solution of phenyldiazonium chloride was then added to the ester mixture at 0° C. and stirred for 3 h at 0° C. ... Starting materials: N[C@H](C=C)CC1=CC=CC=C1 ((S)-3-Amino-4-phenyl-1-butene), C(=O)OCC (ethyl formate). Product: C(=O)N[C@H](C=C)CC1=CC=CC=C1 ((S)-3-Formylamino-4-phenyl-1-butene). As a reaction SMILES: [NH2:1][C@@H:2]([CH2:5][C:6]1[CH:11]=[CH:10][CH:9]=[CH:8][CH:7]=1)[CH:3]=[CH2:4].[CH:12](OCC)=[O:13]>>[CH:12]([NH:1][C@@H:2]([CH2:5][C:6]1[CH:11]=[CH:10][CH:9]=[CH:8][CH:7]=1)[CH:3]=[CH2:4])=[O:13]. Procedure: (S)-3-Amino-4-phenyl-1-butene (5.2 g, 35.4 mmol) was dissolved in ethyl formate (100 ml) and the solution was refluxed with heat for 6 hours. After completion of reaction, the solution was concentrated under reduced pressure to give the desired compound as an orange oil.